Dataset: the Open Reaction Database (ORD), a public repository of structured organic reaction records. Task: describe an organic reaction: reactants, conditions, products, and yield The reactants are ClC=1C=C2C(=C(NC2=C(C1)F)[Si](CC)(CC)CC)CCNC(C1=CC=C(C=C1)CC1=CC(=CC=C1)F)=O (N-(2-(5-Chloro-7-fluoro-2-(triethylsilyl)-1H-indol-3-yl)ethyl)-4-(3-fluorobenzyl)benzamide). Run in FC(C(=O)O)(F)F (trifluoroacetic acid). Run at time 3 hour. Product: ClC=1C=C2C(=CNC2=C(C1)F)CCNC(C1=CC=C(C=C1)CC1=CC(=CC=C1)F)=O (N-(2-(5-Chloro-7-fluoro-1H-indol-3-yl)ethyl)-4-(3-fluorobenzyl)benzamide). The yield is 18.7%. As a reaction SMILES: [Cl:1][C:2]1[CH:3]=[C:4]2[C:8](=[C:9]([F:11])[CH:10]=1)[NH:7][C:6]([Si](CC)(CC)CC)=[C:5]2[CH2:19][CH2:20][NH:21][C:22](=[O:37])[C:23]1[CH:28]=[CH:27][C:26]([CH2:29][C:30]2[CH:35]=[CH:34][CH:33]=[C:32]([F:36])[CH:31]=2)=[CH:25][CH:24]=1>FC(F)(F)C(O)=O>[Cl:1][C:2]1[CH:3]=[C:4]2[C:8](=[C:9]([F:11])[CH:10]=1)[NH:7][CH:6]=[C:5]2[CH2:19][CH2:20][NH:21][C:22](=[O:37])[C:23]1[CH:24]=[CH:25][C:26]([CH2:29][C:30]2[CH:35]=[CH:34][CH:33]=[C:32]([F:36])[CH:31]=2)=[CH:27][CH:28]=1. Reported procedure: N-(2-(5-Chloro-7-fluoro-2-(triethylsilyl)-1H-indol-3-yl)ethyl)-4-(3-fluorobenzyl)benzamide (0.102 g; 0.189 mmol) was dissolved in trifluoroacetic acid (3 mL) and stirred at room temperature for 3 hours. The solution was concentrated under reduced pressure and the crude material was purified by flash chromatography on silica gel (eluent 20 to 100% ethyl acetate in heptane) to afford 0.015 g (19%) of the title compound as a white solid. Reactants: C(C)(=O)OCCN1C(C(NC2=CC(=C(C=C12)N1C=NC=C1)[N+](=O)[O-])=O)=O (1-(2-acetoxyethyl)-7-(1-imidazolyl)-6-nitroquinoxaline-2,3-(1H,4H)-dione), Cl (hydrochloric acid). Reaction conditions: temperature 100 celsius, time 3 hour. The product is Cl.OCCN1C(C(NC2=CC(=C(C=C12)N1C=NC=C1)[N+](=O)[O-])=O)=O (1-(2-hydroxyethyl)-7-(1-imidazolyl)-6-nitroquinoxaline-2,3-(1H,4H)-dione hydrochloride). As a reaction SMILES: C([O:4][CH2:5][CH2:6][N:7]1[C:16]2[C:11](=[CH:12][C:13]([N+:22]([O-:24])=[O:23])=[C:14]([N:17]3[CH:21]=[CH:20][N:19]=[CH:18]3)[CH:15]=2)[NH:10][C:9](=[O:25])[C:8]1=[O:26])(=O)C.[ClH:27]>>[ClH:27].[OH:4][CH2:5][CH2:6][N:7]1[C:16]2[C:11](=[CH:12][C:13]([N+:22]([O-:24])=[O:23])=[C:14]([N:17]3[CH:21]=[CH:20][N:19]=[CH:18]3)[CH:15]=2)[NH:10][C:9](=[O:25])[C:8]1=[O:26] |f:2.3|. Procedure details: In 5 ml of 4N-hydrochloric acid was dissolved 250 mg of 1-(2-acetoxyethyl)-7-(1-imidazolyl)-6-nitroquinoxaline-2,3-(1H,4H)-dione of Example 17-14 and the solution was stirred at 100° C. for 3 hours. The reaction mixture was concentrated, followed by addition of methanol, whereupon crystals separated out. The crystals were recovered by filtration to provide 200 mg of 1-(2-hydroxyethyl)-7-(1-imidazolyl)-6-nitroquinoxaline-2,3-(1H,4H)-dione hydrochloride. Reactants: C(C)(=O)OC1C(C(CCC1)OC1=C(C(=CC=C1)N)C#N)OC(C)=O (3-(3-amino-2-cyanophenoxy)cyclohexane-1,2-diyl diacetate), O=C(CC(=O)OCC)C (ethyl 3-oxobutanoate). Yields the product C(C)(=O)OC1C(C(CCC1)OC1=C2C(=C(C(=NC2=CC=C1)C)C(=O)OCC)N)OC(C)=O (3-((4-amino-3-(ethoxycarbonyl)-2-methylquinolin-5-yl)oxy)cyclohexane-1,2-diyl diacetate). As a reaction SMILES: [C:1]([O:4][CH:5]1[CH2:10][CH2:9][CH2:8][CH:7]([O:11][C:12]2[CH:17]=[CH:16][CH:15]=[C:14]([NH2:18])[C:13]=2[C:19]#[N:20])[CH:6]1[O:21][C:22](=[O:24])[CH3:23])(=[O:3])[CH3:2].O=[C:26]([CH3:33])[CH2:27][C:28]([O:30][CH2:31][CH3:32])=[O:29]>>[C:1]([O:4][CH:5]1[CH2:10][CH2:9][CH2:8][CH:7]([O:11][C:12]2[CH:17]=[CH:16][CH:15]=[C:14]3[C:13]=2[C:19]([NH2:20])=[C:27]([C:28]([O:30][CH2:31][CH3:32])=[O:29])[C:26]([CH3:33])=[N:18]3)[CH:6]1[O:21][C:22](=[O:24])[CH3:23])(=[O:3])[CH3:2]. Reported procedure: Prepared as in Example 2a from 3-(3-amino-2-cyanophenoxy)cyclohexane-1,2-diyl diacetate (Example 133b) and ethyl 3-oxobutanoate as a pale yellow solid (32%). MS 445 (MH+). The reactants are [Br-], CCCC[N+](CCCC)(CCCC)CCCC, CCOC(C)=O, CS(C)=O, [F-], N#Cc1nc(F)cnc1S(=O)(=O)c1ccccc1, [K+], O. Product: N#Cc1nc(F)cnc1F. RXN SMILES: [Br-:32].[CH2:33]([N+:34]([CH2:35][CH2:36][CH2:37][CH3:38])([CH2:39][CH2:40][CH2:41][CH3:42])[CH2:43][CH2:44][CH2:45][CH3:46])[CH2:47][CH2:48][CH3:49].[CH3:21][CH2:22][O:23][C:24](=[O:25])[CH3:26].[CH3:28][S:29](=[O:30])[CH3:31].[F-:19].[F:1][c:2]1[cH:3][n:4][c:5]([S:10]([c:11]2[cH:12][cH:13][cH:14][cH:15][cH:16]2)(=[O:17])=[O:18])[c:6]([C:8]#[N:9])[n:7]1.[K+:20].[OH2:27]>>[F:1][c:2]1[cH:3][n:4][c:5]([F:19])[c:6]([C:8]#[N:9])[n:7]1. Starting materials: [Cl-].[NH4+] (ammonium chloride), O1CCCC1 (tetrahydrofuran), [Cl-].FC=1C=C(C=CC1F)[Zn+] (3,4-difluorophenylzinc chloride), BrC1=CC=C(C=C1)C=CC1CC[Si](CC1)(C1=CC=CC=C1)CCCCC (4-(2-(4-bromophenyl)ethenyl)-1-n-pentyl-1-phenyl-1-silacyclohexane). The reagents and catalysts are [Pt]=O (platinum oxide). Run in C(C)O (ethanol). Yields the product C(CCCC)[Si]1(CCC(CC1)CCC1=C(C=CC=C1)C1=CC(=C(C=C1)F)F)C1=CC=CC=C1 (2-(4-n-pentyl-4-phenyl-4-silacyclohexyl)ethyl-3',4'-difluorobiphenyl). Yield: 86.0%. RXN SMILES: Br[C:2]1[CH:7]=[CH:6][C:5]([CH:8]=[CH:9][CH:10]2[CH2:15][CH2:14][Si:13]([CH2:22][CH2:23][CH2:24][CH2:25][CH3:26])([C:16]3[CH:21]=[CH:20][CH:19]=[CH:18][CH:17]=3)[CH2:12][CH2:11]2)=[CH:4][CH:3]=1.O1CCCC1.[Cl-].[F:33][C:34]1[CH:35]=[C:36]([Zn+])[CH:37]=[CH:38][C:39]=1[F:40].[Cl-].[NH4+]>C(O)C.[Pt]=O>[CH2:22]([Si:13]1([C:16]2[CH:21]=[CH:20][CH:19]=[CH:18][CH:17]=2)[CH2:14][CH2:15][CH:10]([CH2:9][CH2:8][C:5]2[CH:6]=[CH:7][CH:2]=[CH:3][C:4]=2[C:37]2[CH:36]=[CH:35][C:34]([F:33])=[C:39]([F:40])[CH:38]=2)[CH2:11][CH2:12]1)[CH2:23][CH2:24][CH2:25][CH3:26] |f:2.3,4.5|. Reported procedure: 42.8 g of 4-(2-(4-bromophenyl)ethenyl)-1-n-pentyl-1-phenyl-1-silacyclohexane was dissolved in 200 ml of ethanol at room temperature and then hydrogenated at normal pressures in the presence of a catalyst made of 200 mg of platinum oxide. After consumption of a theoretical amount of hydrogen, the catalyst was removed by filtration and the resultant flitrate was concentrated. 200 ml of tetrahydrofuran and 180 mg of tetrakis(triphenylphosphine) palladium (0) were added to the resulting residue. The... As a reaction SMILES: [C:31]([OH:32])(=[O:33])[CH3:34].[CH2:1]([CH3:2])[O:3][C:4]([CH2:5][C:6](=[O:7])[CH2:8][O:9][CH2:10][CH2:11][I:12])=[O:13].[CH3:23][C:24](=[O:25])[OH:26].[CH:27]([OH:28])([CH3:29])[CH3:30].[Cl:14][c:15]1[c:16]([CH:17]=[O:18])[cH:19][cH:20][cH:21][cH:22]1.[NH:35]1[CH2:36][CH2:37][CH2:38][CH2:39][CH2:40]1>>[CH2:1]([CH3:2])[O:3][C:4]([C:5]([C:6](=[O:7])[CH2:8][O:9][CH2:10][CH2:11][I:12])=[CH:17][c:16]1[c:15]([Cl:14])[cH:22][cH:21][cH:20][cH:19]1)=[O:13]. Product: CCOC(=O)C(=Cc1ccccc1Cl)C(=O)COCCI. The reactants are CC(=O)O, CCOC(=O)CC(=O)COCCI, CC(=O)O, CC(C)O, O=Cc1ccccc1Cl, C1CCNCC1. Starting materials: C(C)(C)(C)OC(NCC1=CC2=C(N(C(=N2)CN2C(N(C(C3=CC=CC=C23)=O)C2CC2)=O)CCCCO)C=C1)=O ([2-(3-cyclopropyl-2,4-dioxo-3,4-dihydro-2H-quinazolin-1-ylmethyl)-1-(4-hydroxy-butyl)-1H-benzoimidazol-5-ylmethyl]-carbamic acid tert-butyl ester), C(C)(C)(C)OC(=O)NCC1=CC2=C(N(C(=N2)CN2N=C(C3=CC=CC=C23)C=C)CCCCOC(C(C)(C)C)=O)C=C1 (2,2-dimethyl-propionic acid 4-[5-(tert-butoxycarbonylamino-methyl)-2-(3-vinyl-indazol-1-ylmethyl)-benzoimidazol-1-yl]-butyl ester). Product: C(C)(C)(C)OC(NCC1=CC2=C(N(C(=N2)CN2N=C(C3=CC=CC=C23)C=C)CCCCO)C=C1)=O ([1-(4-hydroxy-butyl)-2-(3-vinyl-indazol-1-ylmethyl)-1H-benzoimidazol-5-ylmethyl]-carbamic acid tert-butyl ester). The yield is 74.5%. RXN SMILES: C(OC(=O)NCC1C=CC2N(CCCCO)C(CN3C4C(=CC=CC=4)C(=O)N(C4CC4)C3=O)=NC=2C=1)(C)(C)C.[C:40]([O:44][C:45]([NH:47][CH2:48][C:49]1[CH:80]=[CH:79][C:52]2[N:53]([CH2:68][CH2:69][CH2:70][CH2:71][O:72]C(=O)C(C)(C)C)[C:54]([CH2:56][N:57]3[C:65]4[C:60](=[CH:61][CH:62]=[CH:63][CH:64]=4)[C:59]([CH:66]=[CH2:67])=[N:58]3)=[N:55][C:51]=2[CH:50]=1)=[O:46])([CH3:43])([CH3:42])[CH3:41]>>[C:40]([O:44][C:45](=[O:46])[NH:47][CH2:48][C:49]1[CH:80]=[CH:79][C:52]2[N:53]([CH2:68][CH2:69][CH2:70][CH2:71][OH:72])[C:54]([CH2:56][N:57]3[C:65]4[C:60](=[CH:61][CH:62]=[CH:63][CH:64]=4)[C:59]([CH:66]=[CH2:67])=[N:58]3)=[N:55][C:51]=2[CH:50]=1)([CH3:41])([CH3:42])[CH3:43]. Reported procedure: The procedure for the preparation of [2-(3-cyclopropyl-2,4-dioxo-3,4-dihydro-2H-quinazolin-1-ylmethyl)-1-(4-hydroxy-butyl)-1H-benzoimidazol-5-ylmethyl]-carbamic acid tert-butyl ester was followed (reaction time 3 hrs.) starting from 2,2-dimethyl-propionic acid 4-[5-(tert-butoxycarbonylamino-methyl)-2-(3-vinyl-indazol-1-ylmethyl)-benzoimidazol-1-yl]-butyl ester (215 mg, 0.384 mmol). Purification by flash chromatography (eluent 3%, 4% methanol in DCM) afforded [1-(4-hydroxy-butyl)-2-(3-vinyl-indaz... Starting materials: CC(C)(C)[Si](C)(C)OCC1CCC(=O)N1CCSc1nc(C(=O)O)cs1, O=C([O-])[O-], CN(C)C=O, [Cs+], [Cs+], ICCCCCCCCCCc1ccccc1. Yields the product CC(C)(C)[Si](C)(C)OCC1CCC(=O)N1CCSc1nc(C(=O)OCCCCCCCCCCc2ccccc2)cs1. Reaction SMILES: [C:1]([CH3:2])([CH3:3])([CH3:4])[Si:5]([O:6][CH2:7][CH:8]1[N:9]([CH2:14][CH2:15][S:16][c:17]2[s:18][cH:19][c:20]([C:22](=[O:23])[OH:24])[n:21]2)[C:10](=[O:13])[CH2:11][CH2:12]1)([CH3:25])[CH3:26].[C:44](=[O:45])([O-:46])[O-:47].[CH3:50][N:51]([CH3:52])[CH:53]=[O:54].[Cs+:48].[Cs+:49].[I:27][CH2:28][CH2:29][CH2:30][CH2:31][CH2:32][CH2:33][CH2:34][CH2:35][CH2:36][CH2:37][c:38]1[cH:39][cH:40][cH:41][cH:42][cH:43]1>>[C:1]([CH3:2])([CH3:3])([CH3:4])[Si:5]([O:6][CH2:7][CH:8]1[N:9]([CH2:14][CH2:15][S:16][c:17]2[s:18][cH:19][c:20]([C:22](=[O:23])[O:24][CH2:28][CH2:29][CH2:30][CH2:31][CH2:32][CH2:33][CH2:34][CH2:35][CH2:36][CH2:37][c:38]3[cH:39][cH:40][cH:41][cH:42][cH:43]3)[n:21]2)[C:10](=[O:13])[CH2:11][CH2:12]1)([CH3:25])[CH3:26]. Starting materials: O (water), O1CCCC1 (tetrahydrofuran), [Br-].FC(C(=C)[Zn+])(F)F (1-trifluoromethylethenyl zinc bromide), BrC1=CC(=C(C(=C1)Cl)OC(F)F)Cl (4-bromo-2,6-dichloro(difluoromethoxy)benzene). The solvent is CN(C=O)C (N,N-dimethylformamide). Run at temperature 100 celsius, time 3 hour. The product is ClC=1C=C(C=C(C1OC(F)F)Cl)C(=C)C(F)(F)F (3,5-dichloro-4-difluoromethoxy-1-(1-trifluoromethylethenyl)benzene). Reaction SMILES: O1CCCC1.[Br-].[F:7][C:8]([F:13])([F:12])[C:9]([Zn+])=[CH2:10].Br[C:15]1[CH:20]=[C:19]([Cl:21])[C:18]([O:22][CH:23]([F:25])[F:24])=[C:17]([Cl:26])[CH:16]=1.O>CN(C)C=O>[Cl:26][C:17]1[CH:16]=[C:15]([C:9]([C:8]([F:13])([F:12])[F:7])=[CH2:10])[CH:20]=[C:19]([Cl:21])[C:18]=1[O:22][CH:23]([F:25])[F:24] |f:1.2|. Procedure details: To 21 mL of a 1M tetrahydrofuran solution of 1-trifluoromethylethenyl zinc bromide prepared according to a method described in the literatures, a solution of 2.4 g of 4-bromo-2,6-dichloro(difluoromethoxy)benzene in 12 mL of N,N-dimethylformamide was added, and tetrahydrofuran was distilled off under reduced pressure. To the remaining N,N-dimethylformamide solution, 0.23 g of dichlorobis(triphenylphosphine) palladium (II) was added and the resultant mixture was stirred at 100° C. for 3 hours. Aft...